Dataset: the Open Reaction Database (ORD), a public repository of structured organic reaction records. Task: describe an organic reaction: reactants, conditions, products, and yield Starting materials: FC(C1=CC(=CC=C1)C1=CC=NC=2N1C=NC2C(=O)O)(F)F (4-(α,α,α-trifluoro-m-tolyl)imidazo[1,5-a]pyrimidine-8-carboxylic acid), solution, B#B (diborane). Solvent: O1CCCC1 (tetrahydrofuran), O1CCCC1 (tetrahydrofuran). Conditions: time 8 hour. The product is CC=1N=CN2C1N=CC=C2C=2C=C(C=CC2)C(F)(F)F (8-Methyl-4-(α,α,α-trifluoro-m-tolyl)imidazo[1,5-a]pyrimidine). As a reaction SMILES: [F:1][C:2]([F:22])([F:21])[C:3]1[CH:8]=[CH:7][CH:6]=[C:5]([C:9]2[N:14]3[CH:15]=[N:16][C:17]([C:18](O)=O)=[C:13]3[N:12]=[CH:11][CH:10]=2)[CH:4]=1.B#B>O1CCCC1>[CH3:18][C:17]1[N:16]=[CH:15][N:14]2[C:9]([C:5]3[CH:4]=[C:3]([C:2]([F:22])([F:1])[F:21])[CH:8]=[CH:7][CH:6]=3)=[CH:10][CH:11]=[N:12][C:13]=12. Reported procedure: A solution of 0.010 mole of 4-(α,α,α-trifluoro-m-tolyl)imidazo[1,5-a]pyrimidine-8-carboxylic acid in tetrahydrofuran is added dropwise to a 0.02 molar solution of diborane in tetrahydrofuran chilled in an ice bath. The mixture is allowed to warm to room temperature and stand overnight. The mixture is poured onto ice and extracted with methylene chloride. The methylene chloride extract is washed with water and dried (MgSO4). The solvent is removed under reduced pressure to give the product of the... Starting materials: Cl, O=C(O)C=Cc1ccc(C(F)(F)F)nc1-c1cccc(F)c1, C#Cc1cc(CN)cc(F)c1NS(C)(=O)=O. The product is C#Cc1cc(CNC(=O)C=Cc2ccc(C(F)(F)F)nc2-c2cccc(F)c2)cc(F)c1NS(C)(=O)=O. Reaction SMILES: [ClH:17].[F:18][c:19]1[cH:20][c:21](-[c:25]2[n:26][c:27]([C:36]([F:37])([F:38])[F:39])[cH:28][cH:29][c:30]2[CH:31]=[CH:32][C:33](=[O:34])[OH:35])[cH:22][cH:23][cH:24]1.[NH2:1][CH2:2][c:3]1[cH:4][c:5]([C:15]#[CH:16])[c:6]([NH:10][S:11](=[O:12])(=[O:13])[CH3:14])[c:7]([F:9])[cH:8]1>>[NH:1]([CH2:2][c:3]1[cH:4][c:5]([C:15]#[CH:16])[c:6]([NH:10][S:11](=[O:12])(=[O:13])[CH3:14])[c:7]([F:9])[cH:8]1)[C:33]([CH:32]=[CH:31][c:30]1[c:25](-[c:21]2[cH:20][c:19]([F:18])[cH:24][cH:23][cH:22]2)[n:26][c:27]([C:36]([F:37])([F:38])[F:39])[cH:28][cH:29]1)=[O:34].